Dataset: the Open Reaction Database (ORD), a public repository of structured organic reaction records. Task: describe an organic reaction: reactants, conditions, products, and yield Starting materials: O=C([O-])[O-], O=C([O-])[O-], O=C([O-])[O-], CCOC(C#CC(C)=CCO)OCC, [Ca+2], [Pb+2], [Pd+2], c1ccc2ncccc2c1. Yields the product CCOC(C=CC(C)=CCO)OCC. As a reaction SMILES: [C:25](=[O:26])([O-:27])[O-:28].[C:32](=[O:33])([O-:34])[O-:35].[C:36](=[O:37])([O-:38])[O-:39].[CH2:1]([CH3:2])[O:3][CH:4]([C:5]#[C:6][C:7](=[CH:8][CH2:9][OH:10])[CH3:11])[O:12][CH2:13][CH3:14].[Ca+2:29].[Pb+2:31].[Pd+2:30].[cH:15]1[cH:16][c:17]2[c:18]([n:19][cH:20][cH:21][cH:22]2)[cH:23][cH:24]1>>[CH2:1]([CH3:2])[O:3][CH:4]([CH:5]=[CH:6][C:7](=[CH:8][CH2:9][OH:10])[CH3:11])[O:12][CH2:13][CH3:14]. Starting materials: CS(C)=O, Clc1cncc(Cl)c1Cl, [H-], [K+], CCc1c(N)c2ccc(OC)c(OCC3CC3)c2oc1=O, [Na+], O=P([O-])(O)O. The product is CCc1c(Nc2c(Cl)cncc2Cl)c2ccc(OC)c(OCC3CC3)c2oc1=O. As a reaction SMILES: [CH3:39][S:40]([CH3:41])=[O:42].[Cl:24][c:25]1[cH:26][n:27][cH:28][c:29]([Cl:32])[c:30]1[Cl:31].[H-:1].[K+:38].[NH2:3][c:4]1[c:5]([CH2:22][CH3:23])[c:6](=[O:21])[o:7][c:8]2[c:9]([O:16][CH2:17][CH:18]3[CH2:19][CH2:20]3)[c:10]([O:14][CH3:15])[cH:11][cH:12][c:13]12.[Na+:2].[P:33]([O-:34])([OH:35])([OH:36])=[O:37]>>[NH:3]([c:4]1[c:5]([CH2:22][CH3:23])[c:6](=[O:21])[o:7][c:8]2[c:9]([O:16][CH2:17][CH:18]3[CH2:19][CH2:20]3)[c:10]([O:14][CH3:15])[cH:11][cH:12][c:13]12)[c:30]1[c:25]([Cl:24])[cH:26][n:27][cH:28][c:29]1[Cl:32].